This data is from the Open Reaction Database (ORD), a public repository of structured organic reaction records. The task is: describe an organic reaction: reactants, conditions, products, and yield Starting materials: CCC(=O)Cl, O=C(O)CC(O)(CC(=O)O)C(=O)O, Cc1cc(C)nc(C)c1, Cc1c(Cc2ccc(OC(C)C)cc2)c(OC2OC(CO)C(O)C(O)C2O)nn1CC1CC1, O, O. Yields the product CCC(=O)OCC1OC(Oc2nn(CC3CC3)c(C)c2Cc2ccc(OC(C)C)cc2)C(O)C(O)C1O. RXN SMILES: [C:34]([CH2:35][CH3:36])(=[O:37])[Cl:38].[C:40]([OH:41])(=[O:42])[CH2:43][C:44]([CH2:45][C:46]([OH:47])=[O:48])([C:49]([OH:50])=[O:51])[OH:52].[CH3:54][c:55]1[cH:56][c:57]([CH3:58])[cH:59][c:60]([CH3:61])[n:62]1.[CH:1]1([CH2:4][n:5]2[n:6][c:7]([O:22][CH:23]3[CH:24]([OH:25])[CH:26]([OH:27])[CH:28]([OH:29])[CH:30]([CH2:32][OH:33])[O:31]3)[c:8]([CH2:11][c:12]3[cH:13][cH:14][c:15]([O:18][CH:19]([CH3:20])[CH3:21])[cH:16][cH:17]3)[c:9]2[CH3:10])[CH2:2][CH2:3]1.[OH2:39].[OH2:53]>>[CH:1]1([CH2:4][n:5]2[n:6][c:7]([O:22][CH:23]3[CH:24]([OH:25])[CH:26]([OH:27])[CH:28]([OH:29])[CH:30]([CH2:32][O:33][C:34]([CH2:35][CH3:36])=[O:37])[O:31]3)[c:8]([CH2:11][c:12]3[cH:13][cH:14][c:15]([O:18][CH:19]([CH3:20])[CH3:21])[cH:16][cH:17]3)[c:9]2[CH3:10])[CH2:2][CH2:3]1. Reactants: O=C([O-])[O-], CN(C)C=O, FC(F)Cl, [Cs+], [Cs+], O, COc1ccc(C=O)cc1O. Yields the product COc1ccc(C=O)cc1OC(F)F. RXN SMILES: [C:12](=[O:13])([O-:14])[O-:15].[CH3:23][N:24]([CH3:25])[CH:26]=[O:27].[Cl:18][CH:19]([F:20])[F:21].[Cs+:16].[Cs+:17].[OH2:22].[OH:1][c:2]1[cH:3][c:4]([CH:5]=[O:6])[cH:7][cH:8][c:9]1[O:10][CH3:11]>>[O:1]([c:2]1[cH:3][c:4]([CH:5]=[O:6])[cH:7][cH:8][c:9]1[O:10][CH3:11])[CH:19]([F:20])[F:21]. The reactants are C=O (paraformaldehyde), O=C(C)C=C(C)C (mesityl oxide), N12CCCCCC2=NCCC1 (1,8-diazabicyclo[5.4.0]undec-7-ene), C=O (formaldehyde), Cl (hydrochloric acid). Yields the product CC(=C)C(C(C)=O)CO (2-methyl-3-hydroxymethyl-pent-1-en-4-one). The yield is 27.7%. Reaction SMILES: [CH2:1]=[O:2].[O:3]=[C:4]([CH:6]=[C:7]([CH3:9])[CH3:8])[CH3:5].N12CCCN=C1CCCCC2.Cl>>[CH3:8][C:7]([CH:6]([CH2:1][OH:2])[C:4](=[O:3])[CH3:5])=[CH2:9]. Procedure: 30 g (1 mol) of paraformaldehyde were added to a mixture of 490 g (5 mols) of mesityl oxide and 15.2 g (0.1 mol) of 1,8-diazabicyclo[5.4.0]undec-7-ene over the course of 2 - 3 hours at 30° C. After completion of the addition of formaldehyde, the reaction mixture was stirred for about a further hour, then cooled to 0° C and neutralised with dilute hydrochloric acid. The organic phase was separated off and the aqueous phase was repeatedly extracted with methylene chloride. The combined organic pha... The reactants are C(C)(=O)NC=1SC(=CN1)Br (2-acetylamino-5-bromothiazole), NC1=NC(=NC=C1)S (4-amino-2-mercaptopyrimidine), C([O-])([O-])=O.[K+].[K+] (potassium carbonate). The solvent is CN(C=O)C (N,N-dimethylformamide). Conditions: temperature 90 celsius. Yields the product C(C)(=O)NC=1SC(=CN1)SC1=NC=CC(=N1)N (2-acetylamino-5-(4-aminopyrimidin-2-ylthio)thiazole). The yield is 48.9%. Reaction SMILES: [C:1]([NH:4][C:5]1[S:6][C:7](Br)=[CH:8][N:9]=1)(=[O:3])[CH3:2].[NH2:11][C:12]1[CH:17]=[CH:16][N:15]=[C:14]([SH:18])[N:13]=1.C(=O)([O-])[O-].[K+].[K+]>CN(C)C=O>[C:1]([NH:4][C:5]1[S:6][C:7]([S:18][C:14]2[N:13]=[C:12]([NH2:11])[CH:17]=[CH:16][N:15]=2)=[CH:8][N:9]=1)(=[O:3])[CH3:2] |f:2.3.4|. Procedure: A mixture of 2-acetylamino-5-bromothiazole (2.2 g), 4-amino-2-mercaptopyrimidine (1.3 g) and potassium carbonate (2.0 g) in N,N-dimethylformamide (50 ml) was heated at 90° C. for 2 hours with stirring. The reaction mixture was concentrated under reduced pressure and the residue was triturated with water. The precipitation was collected by filtration, washed with water and dried in vacuo to give solid. The solid was subjected to column chromatography on silica gel (silica gel 60, 70-230 mesh; Mer... Starting materials: COc1ccc2c(-c3ccccc3F)noc2c1Br, CCOC(=O)CBr, O=C([O-])[O-], CN(C)C=O, [K+], [K+], O. Yields the product CCOC(=O)COc1ccc2c(-c3ccccc3F)noc2c1Br. As a reaction SMILES: [Br:1][c:2]1[c:3]([O:18][CH3:19])[cH:4][cH:5][c:6]2[c:7](-[c:11]3[c:12]([F:17])[cH:13][cH:14][cH:15][cH:16]3)[n:8][o:9][c:10]12.[Br:20][CH2:21][C:22](=[O:23])[O:24][CH2:25][CH3:26].[C:27](=[O:28])([O-:29])[O-:30].[CH3:33][N:34]([CH3:35])[CH:36]=[O:37].[K+:31].[K+:32].[OH2:38]>>[Br:1][c:2]1[c:3]([O:18][CH2:19][C:22](=[O:23])[O:24][CH2:25][CH3:26])[cH:4][cH:5][c:6]2[c:7](-[c:11]3[c:12]([F:17])[cH:13][cH:14][cH:15][cH:16]3)[n:8][o:9][c:10]12. The reactants are CC(C)(C)[O-], CC(C)(C)[O-], CC(C)(C)[O-], CC(C)(C)[O-], CCC(CC(O)(C=O)C(F)(F)F)c1ccc(F)c(C)c1OC, Nc1cccc2c(=O)[nH]ccc12, [Ti+4]. Yields the product CCC(CC(O)(C=Nc1cccc2c(=O)[nH]ccc12)C(F)(F)F)c1ccc(F)c(C)c1OC. Reaction SMILES: [CH3:35][C:36]([CH3:37])([O-:38])[CH3:39].[CH3:41][C:42]([CH3:43])([O-:44])[CH3:45].[CH3:46][C:47]([CH3:48])([O-:49])[CH3:50].[CH3:51][C:52]([CH3:53])([O-:54])[CH3:55].[F:1][c:2]1[c:3]([CH3:22])[c:4]([O:20][CH3:21])[c:5]([CH:8]([CH2:9][C:10]([CH:11]=[O:12])([C:13]([F:14])([F:15])[F:16])[OH:17])[CH2:18][CH3:19])[cH:6][cH:7]1.[NH2:23][c:24]1[c:25]2[cH:26][cH:27][nH:28][c:29](=[O:34])[c:30]2[cH:31][cH:32][cH:33]1.[Ti+4:40]>>[F:1][c:2]1[c:3]([CH3:22])[c:4]([O:20][CH3:21])[c:5]([CH:8]([CH2:9][C:10]([CH:11]=[N:23][c:24]2[c:25]3[cH:26][cH:27][nH:28][c:29](=[O:34])[c:30]3[cH:31][cH:32][cH:33]2)([C:13]([F:14])([F:15])[F:16])[OH:17])[CH2:18][CH3:19])[cH:6][cH:7]1.